From a dataset of the Open Reaction Database (ORD), a public repository of structured organic reaction records. describe an organic reaction: reactants, conditions, products, and yield Starting materials: Cl.COC1=CC2=C(N=C(S2)N[C@@H]2CNCCC2)C=C1 ((S)-6-methoxy-N-(piperidin-3-yl)benzo[d]thiazol-2-amine hydrochloride salt), C(C)S(=O)(=O)Cl (ethylsulfonyl chloride), CCN(C(C)C)C(C)C (DIPEA). Solvent: CN1CCCC1=O (NMP), O (water), C(C)(=O)OCC (ethyl acetate). Reaction conditions: temperature 55 celsius, time 1 hour. The product is C(C)S(=O)(=O)N1C[C@H](CCC1)NC=1SC2=C(N1)C=CC(=C2)OC ((S)—N-(1-(ethylsulfonyl)piperidin-3-yl)-6-methoxybenzo[d]thiazol-2-amine). RXN SMILES: Cl.[CH3:2][O:3][C:4]1[CH:19]=[CH:18][C:7]2[N:8]=[C:9]([NH:11][C@H:12]3[CH2:17][CH2:16][CH2:15][NH:14][CH2:13]3)[S:10][C:6]=2[CH:5]=1.[CH2:20]([S:22](Cl)(=[O:24])=[O:23])[CH3:21].CCN(C(C)C)C(C)C>CN1C(=O)CCC1.O.C(OCC)(=O)C>[CH2:20]([S:22]([N:14]1[CH2:15][CH2:16][CH2:17][C@H:12]([NH:11][C:9]2[S:10][C:6]3[CH:5]=[C:4]([O:3][CH3:2])[CH:19]=[CH:18][C:7]=3[N:8]=2)[CH2:13]1)(=[O:24])=[O:23])[CH3:21] |f:0.1|. Procedure details: A mixture of (S)-6-methoxy-N-(piperidin-3-yl)benzo[d]thiazol-2-amine hydrochloride salt (2.0 g, 5.95 mmol), ethylsulfonyl chloride (1.13 ml, 11.91 mmol) and DIPEA (4.11 ml, 23.8 mmol) in NMP (25 ml) was heated at 55° C. for 16 hours 50 min. The reaction mixture was allowed to cool down to room temperature and diluted with water (150 ml) and ethyl acetate (150 ml). After stirring vigorously for 1 hour the separated organic layer was washed with water (3×100 ml), saturated sodium bicarbonate solut... Reactants: CCCCc1ccc(C(=O)Cl)cc1, CC1(C)CC(=O)C2=C(C1)NCCC2. Product: CCCCc1ccc(C(=O)N2CCCC3=C2CC(C)(C)CC3=O)cc1. As a reaction SMILES: [CH2:14]([CH2:15][CH2:16][CH3:17])[c:18]1[cH:19][cH:20][c:21]([C:22](=[O:23])[Cl:24])[cH:25][cH:26]1.[CH3:1][C:2]1([CH3:13])[CH2:3][C:4](=[O:12])[C:5]2=[C:10]([NH:9][CH2:8][CH2:7][CH2:6]2)[CH2:11]1>>[CH3:1][C:2]1([CH3:13])[CH2:3][C:4](=[O:12])[C:5]2=[C:10]([N:9]([C:22]([c:21]3[cH:20][cH:19][c:18]([CH2:14][CH2:15][CH2:16][CH3:17])[cH:26][cH:25]3)=[O:23])[CH2:8][CH2:7][CH2:6]2)[CH2:11]1. Starting materials: NC1=NC(=C(C(=N1)C=1OC=CC1)C#N)S(=O)C (2-amino-4-furan-2-yl-6-methanesulfinyl-pyrimidine-5-carbonitrile), C1(=CC=CC=C1)SCCN (2-aminoethyl phenyl sulfide). Run in COCCOC (DME). Yields the product NC1=NC(=C(C(=N1)C=1OC=CC1)C#N)NCCSC1=CC=CC=C1 (2-Amino-4-furan-2-yl-6-(2-phenylsulfanyl-ethylamino)-pyrimidine-5-carbonitrile). As a reaction SMILES: [NH2:1][C:2]1[N:7]=[C:6]([C:8]2[O:9][CH:10]=[CH:11][CH:12]=2)[C:5]([C:13]#[N:14])=[C:4](S(C)=O)[N:3]=1.[C:18]1([S:24][CH2:25][CH2:26][NH2:27])[CH:23]=[CH:22][CH:21]=[CH:20][CH:19]=1>COCCOC>[NH2:1][C:2]1[N:7]=[C:6]([C:8]2[O:9][CH:10]=[CH:11][CH:12]=2)[C:5]([C:13]#[N:14])=[C:4]([NH:27][CH2:26][CH2:25][S:24][C:18]2[CH:23]=[CH:22][CH:21]=[CH:20][CH:19]=2)[N:3]=1. Procedure details: From 2-amino-4-furan-2-yl-6-methanesulfinyl-pyrimidine-5-carbonitrile and 2-aminoethyl phenyl sulfide in DME. ES-MS m/e (%): 338 (M+H+, 100). Starting materials: C1(C=CC(C=C1)=O)=O (1,4-benzoquinone), C=CC(C)=C (isoprene), [Cr](=O)(=O)(O)O (chromic acid). The solvent is O (water), C(C)(=O)O (acetic acid), C(C)(=O)O (acetic acid), O (water). Yields the product CC=1C=C2C(C=CC(C2=CC1)=O)=O (6-methyl-naphthalene-1,4-dione). Yield: 31.8%. As a reaction SMILES: [C:1]1(=[O:8])[CH:6]=[CH:5][C:4](=[O:7])[CH:3]=[CH:2]1.[CH2:9]=[CH:10][C:11](=[CH2:13])[CH3:12].[Cr](O)(O)(=O)=O>C(O)(=O)C.O>[CH3:13][C:11]1[CH:12]=[C:6]2[C:5](=[CH:9][CH:10]=1)[C:4](=[O:7])[CH:3]=[CH:2][C:1]2=[O:8]. Reported procedure: A solution of 1,4-benzoquinone (13.9 g, 128 mmol) and isoprene (13.1 ml, 131 mmol) was stirred in glacial acetic acid (44 ml) for 68 hours at room temperature. The mixture was diluted with water (44 ml) and refluxed for 11/2 hours. The mixture was cooled to room temperature and acetic acid (84 ml) and chromic acid [chromium trioxide (29.4 g) in water (30 ml)] was added sequentially, before refluxing for a further 11/2 hours. After cooling, the mixture was diluted with water (200 ml) and extracte... Starting materials: F[B-](F)(F)F.[H+] (fluoroboric acid), C(#N)C1N(C=CC2=CC=CC=C12)C(C(C)C)=O (1-cyano-2-isobutyryl-1,2-dihydroisoquinoline). Run in C(C)(=O)O (acetic acid). Conditions: temperature 5 celsius, time 15 minute. The product is F[B-](F)(F)F.NC=1OC(=[N+]2C1C1=CC=CC=C1C=C2)C(C)C (1-amino-3-isopropyloxazolo[4,3-a]isoquinolinium tetrafluoroborate). As a reaction SMILES: [F:1][B-:2]([F:5])([F:4])[F:3].[H+].[C:7]([CH:9]1[C:18]2[C:13](=[CH:14][CH:15]=[CH:16][CH:17]=2)[CH:12]=[CH:11][N:10]1[C:19](=[O:23])[CH:20]([CH3:22])[CH3:21])#[N:8]>C(O)(=O)C>[F:1][B-:2]([F:5])([F:4])[F:3].[NH2:8][C:7]1[O:23][C:19]([CH:20]([CH3:21])[CH3:22])=[N+:10]2[CH:11]=[CH:12][C:13]3[C:18](=[CH:17][CH:16]=[CH:15][CH:14]=3)[C:9]=12 |f:0.1,4.5|. Procedure: An aqueous solution of fluoroboric acid (48% w/v; 33 ml) was added to a stirred solution of 1-cyano-2-isobutyryl-1,2-dihydroisoquinoline (6.78 g; prepared according to the method described by F. D. Popp and A. Soto, J. Chem. Soc., 1963, 1760) in acetic acid (25 ml) at 60° C. The solution was stirred for 15 minutes and then cooled to 5° C. The solid was collected, washed thoroughly with diethyl ether and dried, to give 1-amino-3-isopropyloxazolo[4,3-a]isoquinolinium tetrafluoroborate (8.55 g) in ... The reactants are Cc1nsc(C(=O)O)c1NC(=O)OC(C)(C)C, C1COCCO1, Cl. Yields the product Cc1nsc(C(=O)O)c1N. As a reaction SMILES: [C:1]([O:2][C:3](=[O:4])[NH:8][c:9]1[c:10]([CH3:17])[n:11][s:12][c:13]1[C:14](=[O:15])[OH:16])([CH3:5])([CH3:6])[CH3:7].[CH2:18]1[O:19][CH2:20][CH2:21][O:22][CH2:23]1.[ClH:24]>>[NH2:8][c:9]1[c:10]([CH3:17])[n:11][s:12][c:13]1[C:14](=[O:15])[OH:16]. Reactants: C(CC)SC=1SCC(N1)=O (2-n-propylthio-1,3-thiazoline-4-one), O (water), C([O-])([O-])=O.[Na+].[Na+] (sodium carbonate), CS(=O)(=O)Cl (methanesulfonyl chloride). The solvent is C(C)#N (acetonitrile). Yields the product C(CC)SC=1SC=C(N1)OS(=O)(=O)C (2-n-propylthio-4-methylsulfonyloxy-1,3-thiazole). Yield: 78.7%. As a reaction SMILES: [CH2:1]([S:4][C:5]1[S:6][CH2:7][C:8](=[O:10])[N:9]=1)[CH2:2][CH3:3].C(=O)([O-])[O-].[Na+].[Na+].[CH3:17][S:18](Cl)(=[O:20])=[O:19].O>C(#N)C>[CH2:1]([S:4][C:5]1[S:6][CH:7]=[C:8]([O:10][S:18]([CH3:17])(=[O:20])=[O:19])[N:9]=1)[CH2:2][CH3:3] |f:1.2.3|. Procedure details: 8 g of 2-n-propylthio-1,3-thiazoline-4-one and 4.8 g of anhydrous sodium carbonate were suspended in acetonitrile, followed by stirring. 7.9 g of methanesulfonyl chloride was added dropwise to the suspension below 10° C. After the addition, the reaction was continued under stirring at room temperature for 2 hours. The reaction solution was poured into water and extracted by ether. The ether layer was washed with a saturated aqueous solution of common salt and dried over anhydrous sodium sulfate.... Reactants: C(CCC)[Li] (n-butyllithium), CN(C)CCN(C)C (TMEDA), C(=O)(OC(C)(C)C)NC=1C=CC(=NC1)OC (5-(N-Boc-amino)-2-methoxypyridine), CI (methyl iodide). The solvent is CCCCCC (hexane), O (water). Conditions: time 4 hour. Yields the product C(=O)(OC(C)(C)C)NC=1C(=CC(=NC1)OC)C (5-(N-Boc-amino)-2-methoxy-4-methylpyridine). RXN SMILES: [CH2:1]([Li])CCC.CN(CCN(C)C)C.[C:14]([NH:21][C:22]1[CH:23]=[CH:24][C:25]([O:28][CH3:29])=[N:26][CH:27]=1)([O:16][C:17]([CH3:20])([CH3:19])[CH3:18])=[O:15].CI>CCCCCC.O>[C:14]([NH:21][C:22]1[C:23]([CH3:1])=[CH:24][C:25]([O:28][CH3:29])=[N:26][CH:27]=1)([O:16][C:17]([CH3:20])([CH3:19])[CH3:18])=[O:15]. Procedure: 41.7 ml of 1.6M n-butyllithium in hexane and 7.7 g of TMEDA are added, under nitrogen, to 5 g of 5-(N-Boc-amino)-2-methoxypyridine, at −60° C. The medium turns yellow. The mixture is left stirring for 4 hours, allowing the temperature to return to −10° C., and a pale yellow. precipitate forms. The mixture is recooled to −40° C. and 4.7 g of methyl iodide are then added. The medium is allowed to return to RT and is then poured into water and extracted with EtOAc, and the extracts are dried and ev... Reactants: C[Si](O[SiH](O[Si](C)(C)C)C)(C)C (1,1,1,3,5,5,5-heptamethyltrisiloxane), C[SiH](C=CC1=CC=CC=C1)C (dimethylphenylvinylsilane), C[Si](C1=CC=CC=C1)(OCC)C (dimethylethoxyphenylsilane), O (water), Cl (hydrochloric acid), 2,2-di-trimethylsiloxy-5-phenyl-5-methyl-2,5-disilahexane. Run at time 3 hour. Product: C1(=CC=CC=C1)[Si](O[Si](C)(C)C1=CC=CC=C1)(C)C (1,3-diphenyl-1,1,3,3-tetramethyldisiloxane), alkoxysilane. Yield: 99.0%. As a reaction SMILES: [CH3:1][Si:2](C)([CH3:11])O[SiH](C)O[Si](C)(C)C.C[SiH](C)C=C[C:17]1[CH:22]=[CH:21][CH:20]=[CH:19][CH:18]=1.[CH3:24][Si:25]([CH3:35])([O:32]CC)[C:26]1[CH:31]=[CH:30][CH:29]=[CH:28][CH:27]=1.O.Cl>>[C:26]1([Si:25]([CH3:35])([CH3:24])[O:32][Si:2]([C:17]2[CH:18]=[CH:19][CH:20]=[CH:21][CH:22]=2)([CH3:11])[CH3:1])[CH:31]=[CH:30][CH:29]=[CH:28][CH:27]=1. Reported procedure: Five millimoles of 1,1,1,3,5,5,5-heptamethyltrisiloxane, 5 mmol of dimethylphenylvinylsilane, and 5 mmol of dimethylethoxyphenylsilane were mixed. To the mixture were added 5 mmol of water, 5×10-4 mmol of a platinum-vinylsiloxane complex, and 0.1 mmol of hydrochloric acid, followed by stirring at room temperature for 3 hours. Quantitative determination of the reaction product by gas chromatography revealed that 2,2-di-trimethylsiloxy-5-phenyl-5-methyl-2,5-disilahexane was obtained in a yield of ...